From a dataset of the Open Reaction Database (ORD), a public repository of structured organic reaction records. describe an organic reaction: reactants, conditions, products, and yield The reactants are O=C([O-])O, ClC(Cl)Cl, Cl[Cu]Cl, CC(C)(C)O[N+](=O)[O-], COC(=O)c1cc(OCc2ccccc2)cc(N)n1, [Na+]. The product is COC(=O)c1cc(OCc2ccccc2)cc(Cl)n1. Reaction SMILES: [C:28](=[O:29])([OH:30])[O-:31].[CH:33]([Cl:34])([Cl:35])[Cl:36].[Cl:37][Cu:38][Cl:39].[N+:20]([O-:21])([O:22][C:23]([CH3:24])([CH3:25])[CH3:26])=[O:27].[NH2:1][c:2]1[cH:3][c:4]([O:12][CH2:13][c:14]2[cH:15][cH:16][cH:17][cH:18][cH:19]2)[cH:5][c:6]([C:8](=[O:9])[O:10][CH3:11])[n:7]1.[Na+:32]>>[c:2]1([Cl:34])[cH:3][c:4]([O:12][CH2:13][c:14]2[cH:15][cH:16][cH:17][cH:18][cH:19]2)[cH:5][c:6]([C:8](=[O:9])[O:10][CH3:11])[n:7]1. Reactants: C(C)NCC1=C(C=CC(=C1)C(F)(F)F)C1=CC(=CC(=C1)C(F)(F)F)[C@H](C(=O)O)C ((R)-2-(2′-Ethylaminomethyl-5,4′-bis-trifluoromethyl-biphenyl-3-yl)-propionic acid), CO (MeOH). Reagents/catalysts: S(O)(O)(=O)=O (sulfuric acid). Product: COC([C@H](C)C=1C=C(C=C(C1)C(F)(F)F)C1=C(C=C(C=C1)C(F)(F)F)CNCC)=O ((R)-2-(2′-Ethylaminomethyl-5,4′-bis-trifluoromethyl-biphenyl-3-yl)-propionic acid methyl ester). Reaction SMILES: [CH2:1]([NH:3][CH2:4][C:5]1[CH:10]=[C:9]([C:11]([F:14])([F:13])[F:12])[CH:8]=[CH:7][C:6]=1[C:15]1[CH:20]=[C:19]([C:21]([F:24])([F:23])[F:22])[CH:18]=[C:17]([C@@H:25]([CH3:29])[C:26]([OH:28])=[O:27])[CH:16]=1)[CH3:2].[CH3:30]O>S(=O)(=O)(O)O>[CH3:30][O:27][C:26](=[O:28])[C@@H:25]([C:17]1[CH:16]=[C:15]([C:6]2[CH:7]=[CH:8][C:9]([C:11]([F:14])([F:13])[F:12])=[CH:10][C:5]=2[CH2:4][NH:3][CH2:1][CH3:2])[CH:20]=[C:19]([C:21]([F:22])([F:23])[F:24])[CH:18]=1)[CH3:29]. Procedure: (R)-2-(2′-Ethylaminomethyl-5,4′-bis-trifluoromethyl-biphenyl-3-yl)-propionic acid (0.04 g, 0.10 mmol) in MeOH (2 mL) was treated with 2 drops of sulfuric acid at room temperature overnight. The mixture was concentrated, and the crude material was used directly in the next step.